This data is from the Open Reaction Database (ORD), a public repository of structured organic reaction records. The task is: describe an organic reaction: reactants, conditions, products, and yield Reactants: [N+](=O)(O)[O-].FC1=C(C=C(C=C1)NC(=N)N)[N+](=O)[O-] (4-Fluoro-3-nitrophenyl-guanidine nitrate), CN(C=CC(=O)C=1C=NC=CC1)C (3-dimethylamino-1-(3-pyridyl)-2-propen-1-one). Product: FC1=C(C=C(C=C1)NC1=NC=CC(=N1)C=1C=NC=CC1)[N+](=O)[O-] (N-(4-fluoro-3-nitrophenyl)-4-(3-pyridyl)-2-pyrimidine-amine). Yield: 63.0%. As a reaction SMILES: [N+]([O-])(O)=O.[F:5][C:6]1[CH:11]=[CH:10][C:9]([NH:12][C:13]([NH2:15])=[NH:14])=[CH:8][C:7]=1[N+:16]([O-:18])=[O:17].CN(C)[CH:21]=[CH:22][C:23]([C:25]1[CH:26]=[N:27][CH:28]=[CH:29][CH:30]=1)=O>>[F:5][C:6]1[CH:11]=[CH:10][C:9]([NH:12][C:13]2[N:15]=[C:23]([C:25]3[CH:26]=[N:27][CH:28]=[CH:29][CH:30]=3)[CH:22]=[CH:21][N:14]=2)=[CH:8][C:7]=1[N+:16]([O-:18])=[O:17] |f:0.1|. Procedure details: 4-Fluoro-3-nitrophenyl-guanidine nitrate (40 g, 0.153 mol) and 3-dimethylamino-1-(3-pyridyl)-2-propen-1-one (27 g, 0.153 mol) were reacted according to the same procedure as Step 1.3 of Preparation 1 to give N-(4-fluoro-3-nitrophenyl)-4-(3-pyridyl)-2-pyrimidine-amine (30 g). The reactants are S(O)(O)(=O)=O (sulfuric acid), CC(C#N)(C)N1CCOCC1 (2-methyl-2-morpholino-propionitrile), N (ammonia). Run in O (water), O (water). Reaction conditions: temperature 50 celsius, time 2 hour. Product: CC(C(=O)N)(C)N1CCOCC1 (2-Methyl-2-morpholino-propionic acid amide). RXN SMILES: S(=O)(=O)(O)[OH:2].[CH3:6][C:7]([N:11]1[CH2:16][CH2:15][O:14][CH2:13][CH2:12]1)([CH3:10])[C:8]#[N:9].N>O>[CH3:10][C:7]([N:11]1[CH2:12][CH2:13][O:14][CH2:15][CH2:16]1)([CH3:6])[C:8]([NH2:9])=[O:2]. Procedure: 272 ml of concentrated sulfuric acid are slowly added, with stirring, to 57.9 g of 2-methyl-2-morpholino-propionitrile (exothermic reaction). After the addition of 43 ml of water, the mixture is stirred for 2 hours at 100°-110° C. The reaction mixture is cooled to 50° C. and added dropwise at 0° C. to a solution of 846 ml of 20% ammonia in 242 ml of water. The mixture is then extracted repeatedly with dichloromethane. The organic phases are washed with saturated sodium chloride solution and with... Starting materials: Oc1ccc(Cl)cc1Br, CC(=O)O, CC(=O)OC(C)=O, O, O=[N+]([O-])O. Product: O=[N+]([O-])c1cc(Cl)cc(Br)c1O. RXN SMILES: [Br:1][c:2]1[c:3]([OH:9])[cH:4][cH:5][c:6]([Cl:8])[cH:7]1.[CH3:14][C:15](=[O:16])[OH:17].[CH3:18][C:19]([O:20][C:21](=[O:22])[CH3:23])=[O:24].[OH2:25].[OH:10][N+:11]([O-:12])=[O:13]>>[Br:1][c:2]1[c:3]([OH:9])[c:4]([N+:11](=[O:10])[O-:12])[cH:5][c:6]([Cl:8])[cH:7]1. Reactants: C(C)OC(=O)C=1C(=C2C(=CN1)N(C=C2)CC2=CC=CC=C2)O (1-benzyl-4-hydroxy-1H-pyrrolo[2,3-c]pyridine-5-carboxylic acid ethyl ester), C1CC(=O)N(C1=O)Cl (NCS), C(=O)(C1=CC=CC=C1)OOC(=O)C1=CC=CC=C1 (BzOOBz), C(Cl)(Cl)(Cl)Cl (carbontetrachloride). The product is C(C)OC(=O)C=1C(=C2C(=C(N1)Cl)N(C=C2Cl)CC2=CC=CC=C2)O (1-Benzyl-3,7-dichloro-4-hydroxy-1H-pyrrolo[2,3-c]pyridine-5-carboxylic acid ethyl ester). RXN SMILES: [CH2:1]([O:3][C:4]([C:6]1[C:7]([OH:22])=[C:8]2C=[CH:13][N:12]([CH2:15][C:16]3[CH:21]=[CH:20][CH:19]=[CH:18][CH:17]=3)[C:9]2=[CH:10][N:11]=1)=[O:5])[CH3:2].C1C(=O)N([Cl:30])C(=O)C1.C(OOC(C1C=CC=CC=1)=O)(C1C=CC=CC=1)=O.[C:49]([Cl:53])(Cl)(Cl)Cl>>[CH2:1]([O:3][C:4]([C:6]1[C:7]([OH:22])=[C:8]2[C:49]([Cl:53])=[CH:13][N:12]([CH2:15][C:16]3[CH:21]=[CH:20][CH:19]=[CH:18][CH:17]=3)[C:9]2=[C:10]([Cl:30])[N:11]=1)=[O:5])[CH3:2]. Procedure: A mixture of 1-benzyl-4-hydroxy-1H-pyrrolo[2,3-c]pyridine-5-carboxylic acid ethyl ester (1.814 g, 6.12 mmol), NCS (1.72 g, 12.85 mmol) and BzOOBz (75 mg, 0.31 mmol) in carbontetrachloride (30 mL) was refluxed for 60 min. Then the reaction was cooled and concentrated, the resulting mixture was purified by column to give the title compound (1.469 mg) ESI MS (m/z) 365 (M+H)+; and a by-product, 1-benzyl-2,3,7-trichloro-4-hydroxy-1H-pyrrolo[2,3-c]pyridine-5-carboxylic acid ethyl ester as by product (...